Dataset: the Open Reaction Database (ORD), a public repository of structured organic reaction records. Task: describe an organic reaction: reactants, conditions, products, and yield Starting materials: C(C=O)(=O)[O-].[NH4+] (ammonium glyoxylate), C(C)(=O)[O-].[NH4+] (ammonium acetate), C1(=CC=CC=C1)O (phenol). The solvent is O (water). The product is C1=CC(=CC=C1C(C(=O)O)N)O (DL-p-hydroxyphenylglycine). Yield: 40.4%. As a reaction SMILES: [C:1]([O-:5])(=[O:4])[CH:2]=O.[NH4+:6].C([O-])(=O)C.[NH4+].[C:12]1([OH:18])[CH:17]=[CH:16][CH:15]=[CH:14][CH:13]=1>O>[CH:14]1[C:15]([CH:2]([NH2:6])[C:1]([OH:5])=[O:4])=[CH:16][CH:17]=[C:12]([OH:18])[CH:13]=1 |f:0.1,2.3|. Procedure details: 29.5 g of ammonium glyoxylate, 75 g of ammonium acetate, 60 g of phenol and 130 ml of water are treated in the same manner as described in Example 1. 21.9 g of DL-p-hydroxyphenylglycine are thereby obtained as crystals. Yield: 40.5%, M.p. 225°-228° C. (decomp.). RXN SMILES: [C:1]([O:5]OC(C)(C)C)(C)(C)C.[C:11]([C:15](=[C:17]([F:19])[F:18])[Br:16])([F:14])([F:13])[F:12]>CO>[C:11]([CH:15]([C:17]([CH2:1][OH:5])([F:19])[F:18])[Br:16])([F:14])([F:13])[F:12]. Starting materials: C(C)(C)(C)OOC(C)(C)C (ditert-butyl peroxide), C(F)(F)(F)C(Br)=C(F)F (CF3C(Br)═CF2), C(F)(F)(F)C(Br)=C(F)F (CF3CBr═CF2). Procedure: In a quartz photochemical reaction vessel equipped with a dry ice condenser, a stirred mixture of methanol (20 g), ditert-butyl peroxide (0.79) and CF3C(Br)═CF2 (10 g, 0.05 mol), was irradiated at 254 nm for ˜6 hr at ambient temperature for under nitrogen. (Note: CF3CBr═CF2 was added as a liquid (BP, 24-25° C.) in one lot before the reaction). Then the reaction mixture was concentrated to remove excess methanol. The concentrated material was taken in ˜40 mL ether, washed with 20 ml 20% aqueous s... The yield is 26.0%. Yields the product C(F)(F)(F)C(Br)C(F)(F)CO (CF3CHBrCF2CH2OH). Run in CO (methanol). Reactants: FC(F)(F)c1ccc(CCl)cc1, [H-], [Na+], CN(C)C=O, CC(C)(C)OC(=O)N1CCNC(=O)C1, O. The product is CC(C)(C)OC(=O)N1CCN(Cc2ccc(C(F)(F)F)cc2)C(=O)C1. Reaction SMILES: [F:17][C:18]([c:19]1[cH:20][cH:21][c:22]([CH2:23][Cl:24])[cH:25][cH:26]1)([F:27])[F:28].[H-:1].[Na+:2].[O:30]=[CH:31][N:32]([CH3:33])[CH3:34].[O:3]=[C:4]1[CH2:5][N:6]([C:10](=[O:11])[O:12][C:13]([CH3:14])([CH3:15])[CH3:16])[CH2:7][CH2:8][NH:9]1.[OH2:29]>>[O:3]=[C:4]1[CH2:5][N:6]([C:10](=[O:11])[O:12][C:13]([CH3:14])([CH3:15])[CH3:16])[CH2:7][CH2:8][N:9]1[CH2:23][c:22]1[cH:21][cH:20][c:19]([C:18]([F:17])([F:27])[F:28])[cH:26][cH:25]1. The reactants are C(C)(=O)O[C@@H]1[C@@H](SCCCC2=CC=CC=C2)O[C@@H]([C@H]([C@@H]1OC(C)=O)OC(C)=O)COC(C)=O (3-Phenylpropyl 2,3,4,6-tetra-O-acetyl-1-thio-α-D-mannopyranoside), C[O-].[Na+] (sodium methoxide). Solvent: CO (methanol). Yields the product S([C@@H]1[C@@H](O)[C@@H](O)[C@H](O)[C@H](O1)CO)CCCC1=CC=CC=C1 (3-Phenylpropyl 1-thio-α-D-mannopyranoside). Isolated yield 92.1%. As a reaction SMILES: C([O:4][C@H:5]1[C@@H:20]([O:21]C(=O)C)[C@H:19]([O:25]C(=O)C)[C@@H:18]([CH2:29][O:30]C(=O)C)[O:17][C@@H:6]1[S:7][CH2:8][CH2:9][CH2:10][C:11]1[CH:16]=[CH:15][CH:14]=[CH:13][CH:12]=1)(=O)C.C[O-].[Na+]>CO>[S:7]([CH2:8][CH2:9][CH2:10][C:11]1[CH:16]=[CH:15][CH:14]=[CH:13][CH:12]=1)[C@H:6]1[O:17][C@H:18]([CH2:29][OH:30])[C@@H:19]([OH:25])[C@H:20]([OH:21])[C@@H:5]1[OH:4] |f:1.2|. Procedure details: Compound 6 (500 mg) is deacetylated with sodium methoxide in methanol to give 7 (300 mg, 92%): m.p. 122°-123° C. (H2O); [α]D27 +185.4±0.9° (C, 1.06, methanol). As a reaction SMILES: [C:1](#[N:2])[c:3]1[cH:4][c:5]([CH2:10][C:11](=[O:12])[O:13][C:14]([CH3:15])([CH3:16])[CH3:17])[cH:6][cH:7][c:8]1[F:9].[C:36](=[O:37])([O-:38])[O-:39].[CH3:42][S:43]([CH3:44])=[O:45].[CH3:46][CH2:47][O:48][C:49](=[O:50])[CH3:51].[Cl:18][c:19]1[cH:20][c:21]([C:22](=[O:23])[NH:24][c:25]2[cH:26][cH:27][c:28]([OH:31])[cH:29][cH:30]2)[cH:32][cH:33][c:34]1[Cl:35].[K+:40].[K+:41].[Na+:52].[Na+:53].[O-:54][C:55](=[O:56])[O-:57]>>[C:1](#[N:2])[c:3]1[cH:4][c:5]([CH2:10][C:11](=[O:12])[O:13][C:14]([CH3:15])([CH3:16])[CH3:17])[cH:6][cH:7][c:8]1[O:31][c:28]1[cH:27][cH:26][c:25]([NH:24][C:22]([c:21]2[cH:20][c:19]([Cl:18])[c:34]([Cl:35])[cH:33][cH:32]2)=[O:23])[cH:30][cH:29]1. The product is CC(C)(C)OC(=O)Cc1ccc(Oc2ccc(NC(=O)c3ccc(Cl)c(Cl)c3)cc2)c(C#N)c1. The reactants are CC(C)(C)OC(=O)Cc1ccc(F)c(C#N)c1, O=C([O-])[O-], CS(C)=O, CCOC(C)=O, O=C(Nc1ccc(O)cc1)c1ccc(Cl)c(Cl)c1, [K+], [K+], [Na+], [Na+], O=C([O-])[O-].